The task is: describe an organic reaction: reactants, conditions, products, and yield. This data is from the Open Reaction Database (ORD), a public repository of structured organic reaction records. Reactants: BrC1=CC(=C(C=C1)S(=O)(=O)NC1=C(C=CC(=C1)N1C[C@H](N[C@H](C1)C)C)OC)F (4-bromo-N-[5-(cis-3,5-dimethyl-1-piperazinyl)-2-(methyloxy)phenyl]-2-fluorobenzenesulfonamide), CC=1C=C(SC1)B(O)O ((4-methyl-2-thienyl)boronic acid), CC(C)([O-])C.[K+] (potassium tert-butoxide). The reagents and catalysts are C=1C=CC(=CC1)[P](C=2C=CC=CC2)(C=3C=CC=CC3)[Pd]([P](C=4C=CC=CC4)(C=5C=CC=CC5)C=6C=CC=CC6)([P](C=7C=CC=CC7)(C=8C=CC=CC8)C=9C=CC=CC9)[P](C=1C=CC=CC1)(C=1C=CC=CC1)C=1C=CC=CC1 (tetrakis(triphenylphosphine)palladium(0)). Run in COCCOC (DME), O (water). Conditions: temperature 100 celsius, time 30 minute. The product is C[C@@H]1CN(C[C@@H](N1)C)C=1C=CC(=C(C1)NS(=O)(=O)C1=C(C=C(C=C1)C=1SC=C(C1)C)F)OC (N-[5-(cis-3,5-Dimethyl-1-piperazinyl)-2-(methyloxy)phenyl]-2-fluoro-4-(4-methyl-2-thienyl)benzenesulfonamide). RXN SMILES: Br[C:2]1[CH:7]=[CH:6][C:5]([S:8]([NH:11][C:12]2[CH:17]=[C:16]([N:18]3[CH2:23][C@H:22]([CH3:24])[NH:21][C@H:20]([CH3:25])[CH2:19]3)[CH:15]=[CH:14][C:13]=2[O:26][CH3:27])(=[O:10])=[O:9])=[C:4]([F:28])[CH:3]=1.[CH3:29][C:30]1[CH:31]=[C:32](B(O)O)[S:33][CH:34]=1.CC(C)([O-])C.[K+]>COCCOC.O.C1C=CC([P]([Pd]([P](C2C=CC=CC=2)(C2C=CC=CC=2)C2C=CC=CC=2)([P](C2C=CC=CC=2)(C2C=CC=CC=2)C2C=CC=CC=2)[P](C2C=CC=CC=2)(C2C=CC=CC=2)C2C=CC=CC=2)(C2C=CC=CC=2)C2C=CC=CC=2)=CC=1>[CH3:25][C@H:20]1[NH:21][C@@H:22]([CH3:24])[CH2:23][N:18]([C:16]2[CH:15]=[CH:14][C:13]([O:26][CH3:27])=[C:12]([NH:11][S:8]([C:5]3[CH:6]=[CH:7][C:2]([C:32]4[S:33][CH:34]=[C:30]([CH3:29])[CH:31]=4)=[CH:3][C:4]=3[F:28])(=[O:10])=[O:9])[CH:17]=2)[CH2:19]1 |f:2.3,^1:54,56,75,94|. Procedure: To a mixture of 4-bromo-N-[5-(cis-3,5-dimethyl-1-piperazinyl)-2-(methyloxy)phenyl]-2-fluorobenzenesulfonamide (E103) (100 mg, 0.21 mmol) and (4-methyl-2-thienyl)boronic acid (60 mg, 0.42 mmol) in DME (3 ml) was added potassium tert-butoxide (220 mg, 1.96 mmol) and tetrakis(triphenylphosphine)palladium(0) (15 mg, 0.01 mmol) in water (1 ml) and the resulting mixture stirred in a microwave (set at high absorbance) at 100° C. for 30 minutes. The resulting mixture was then evaporated in vacuo and pur... Reactants: C(C)(C)(C)OC(=O)NC1=NN(C(=C1)NC(CC1=CC=C(C=C1)OC1=CC=NC2=CC(=C(C=C12)OC)OC)=O)CC1=CC(=C(C=C1)OC)OC (N-[3-(N-tert-butoxycarbonylamino)-1-(3,4-dimethoxybenzyl)pyrazol-5-yl]-2-[4-(6,7-dimethoxyquinolin-4-yloxy)phenyl]acetamide), FC(C(=O)O)(F)F (trifluoroacetic acid). Run at time 2 hour. The product is NC1=NNC(=C1)NC(CC1=CC=C(C=C1)OC1=CC=NC2=CC(=C(C=C12)OC)OC)=O (N-(3-amino-1H-pyrazol-5-yl)-2-[4-(6,7-dimethoxyquinolin-4-yloxy)phenyl]acetamide). Isolated yield 35.9%. As a reaction SMILES: C(OC([NH:8][C:9]1[CH:13]=[C:12]([NH:14][C:15](=[O:38])[CH2:16][C:17]2[CH:22]=[CH:21][C:20]([O:23][C:24]3[C:33]4[C:28](=[CH:29][C:30]([O:36][CH3:37])=[C:31]([O:34][CH3:35])[CH:32]=4)[N:27]=[CH:26][CH:25]=3)=[CH:19][CH:18]=2)[N:11](CC2C=CC(OC)=C(OC)C=2)[N:10]=1)=O)(C)(C)C.FC(F)(F)C(O)=O>>[NH2:8][C:9]1[CH:13]=[C:12]([NH:14][C:15](=[O:38])[CH2:16][C:17]2[CH:18]=[CH:19][C:20]([O:23][C:24]3[C:33]4[C:28](=[CH:29][C:30]([O:36][CH3:37])=[C:31]([O:34][CH3:35])[CH:32]=4)[N:27]=[CH:26][CH:25]=3)=[CH:21][CH:22]=2)[NH:11][N:10]=1. Procedure: A mixture of N-[3-(N-tert-butoxycarbonylamino)-1-(3,4-dimethoxybenzyl)pyrazol-5-yl]-2-[4-(6,7-dimethoxyquinolin-4-yloxy)phenyl]acetamide (0.2 g) and trifluoroacetic acid (5 ml) was stirred at ambient temperature for 2 hours. The resultant mixture was evaporated. The residue was purified by column chromatography on silica using a solvent gradient from 49:1 to 9:1 of methylene chloride and a 3M methanolic ammonia solution as eluent. There was thus obtained the title compound (0.045 g); 1H NMR: (DM... Reactants: BrCCCCCC (1-Bromohexane), C1=C(C=CC=C1O)C (m-cresol), [OH-].[Na+] (sodium hydroxide). Run in C(C)O (ethanol). Product: C(CCCCC)OC=1C=C(C=CC1)C (3-n-hexyloxytoluene). Isolated yield 90.5%. RXN SMILES: Br[CH2:2][CH2:3][CH2:4][CH2:5][CH2:6][CH3:7].[CH:8]1[C:13]([OH:14])=[CH:12][CH:11]=[CH:10][C:9]=1[CH3:15].[OH-].[Na+]>C(O)C>[CH2:2]([O:14][C:13]1[CH:8]=[C:9]([CH3:15])[CH:10]=[CH:11][CH:12]=1)[CH2:3][CH2:4][CH2:5][CH2:6][CH3:7] |f:2.3|. Reported procedure: 1-Bromohexane (45.0 g) is added to a solution of m-cresol (24.55 g), ethanol (500 ml) and 2N sodium hydroxide (113.5 ml), and the resulting mixture heated under reflux for 24 hours. The solution is then concentrated in vacuo and the residue extracted with ether (3×200 ml). The ether extracts are dried over magnesium sulfate, filtered, and concentrated to a dark brown oil, which is distilled in vacuo (b.p. 72° C., 0.05 mm Hg) to yield 3-n-hexyloxytoluene (39.5 g).